Task: describe an organic reaction: reactants, conditions, products, and yield. Dataset: the Open Reaction Database (ORD), a public repository of structured organic reaction records Reactants: [Al+3], [Al+3], ClCCl, [Cl-], [Cl-], [Cl-], [Cl-], [Cl-], [Cl-], [Cl-], [Li+], [Na+], N#CCN1CCN(c2cccc3c2OCCO3)CC1, C1CCOC1, [OH-]. Product: NCCN1CCN(c2cccc3c2OCCO3)CC1. RXN SMILES: [Al+3:2].[Al+3:8].[CH2:37]([Cl:38])[Cl:39].[Cl-:10].[Cl-:1].[Cl-:4].[Cl-:5].[Cl-:6].[Cl-:7].[Cl-:9].[Li+:3].[Na+:31].[O:11]1[CH2:12][CH2:13][O:14][c:15]2[c:16]1[cH:17][cH:18][cH:19][c:20]2[N:21]1[CH2:22][CH2:23][N:24]([CH2:27][C:28]#[N:29])[CH2:25][CH2:26]1.[O:32]1[CH2:33][CH2:34][CH2:35][CH2:36]1.[OH-:30]>>[O:11]1[CH2:12][CH2:13][O:14][c:15]2[c:16]1[cH:17][cH:18][cH:19][c:20]2[N:21]1[CH2:22][CH2:23][N:24]([CH2:27][CH2:28][NH2:29])[CH2:25][CH2:26]1. Reactants: C(C)(C)(C)C1=NN=C(S1)N1C(N(CCC1O)C)=O (Tetrahydro-1-(5-t-butyl-1,3,4-thiadiazol-2-yl)-3-methyl-6-hydroxy-2(1H)-pyrimidinone), CN(C(=O)Cl)C1=CC(=C(C=C1)Cl)Cl (N-methyl-N-(3,4-dichlorophenyl)carbamoyl chloride), N1=CC=CC=C1 (pyridine). The solvent is C1(=CC=CC=C1)C (toluene). Yields the product C(C)(C)(C)C1=NN=C(S1)N1C(N(CCC1OC(N(C1=CC(=C(C=C1)Cl)Cl)C)=O)C)=O (Tetrahydro-1-(5-t-butyl-1,3,4-thiadiazol-2-yl)-3-methyl-6-[N-methyl-N-(3,4-dichlorophenyl)carbamoyloxy]-2(1H)-pyrimidinone), tertrahydro-1-(5-t-butyl-1,3,4-thiadiazol-2-yl)-3-methyl-6-[N-methyl-N-(3,4-dichlorophenyl)carbamoyloxy], N1C(N=CC=C1)=O (1H-pyrimidinone). RXN SMILES: [C:1]([C:5]1[S:9][C:8]([N:10]2[CH:15]([OH:16])[CH2:14][CH2:13][N:12]([CH3:17])[C:11]2=[O:18])=[N:7][N:6]=1)([CH3:4])([CH3:3])[CH3:2].[CH3:19][N:20]([C:24]1[CH:29]=[CH:28][C:27]([Cl:30])=[C:26]([Cl:31])[CH:25]=1)[C:21](Cl)=[O:22].N1C=CC=CC=1>C1(C)C=CC=CC=1>[C:1]([C:5]1[S:9][C:8]([N:10]2[CH:15]([O:16][C:21](=[O:22])[N:20]([CH3:19])[C:24]3[CH:29]=[CH:28][C:27]([Cl:30])=[C:26]([Cl:31])[CH:25]=3)[CH2:14][CH2:13][N:12]([CH3:17])[C:11]2=[O:18])=[N:7][N:6]=1)([CH3:4])([CH3:2])[CH3:3].[NH:12]1[CH:13]=[CH:14][CH:15]=[N:10][C:11]1=[O:18]. Procedure: Tetrahydro-1-(5-t-butyl-1,3,4-thiadiazol-2-yl)-3-methyl-6-hydroxy-2(1H)-pyrimidinone (0.05 mole), N-methyl-N-(3,4-dichlorophenyl)carbamoyl chloride (0.06 mole), pyridine (0.06 mole) and toluene (150 ml) are charged into a glass reaction vessel equipped with a mechanical stirrer, thermometer and reflux condenser. The reaction mixture is heated at reflux with stirring for a period of about 3 horus. After this time the reaction mixture is cooled to room temperature and is filtered to remove pyridin... Starting materials: CC(=O)O[BH-](OC(C)=O)OC(C)=O, CCCc1cc(C)[nH]c(=O)c1CNC(=O)c1cc(-c2ccc(N3CCNCC3)nc2)cc(N(CC)C2CCOCC2)c1C, CN1CCC(=O)CC1, CC(=O)O, CC(Cl)Cl, [Na+]. Yields the product CCCc1cc(C)[nH]c(=O)c1CNC(=O)c1cc(-c2ccc(N3CCN(C4CCN(C)CC4)CC3)nc2)cc(N(CC)C2CCOCC2)c1C. RXN SMILES: [C:56]([O:57][BH-:58]([O:59][C:60](=[O:61])[CH3:62])[O:63][C:64](=[O:65])[CH3:66])(=[O:67])[CH3:68].[CH2:1]([CH3:2])[N:3]([c:4]1[c:5]([CH3:37])[c:6]([C:7](=[O:8])[NH:9][CH2:10][c:11]2[c:12](=[O:21])[nH:13][c:14]([CH3:20])[cH:15][c:16]2[CH2:17][CH2:18][CH3:19])[cH:22][c:23](-[c:25]2[cH:26][n:27][c:28]([N:31]3[CH2:32][CH2:33][NH:34][CH2:35][CH2:36]3)[cH:29][cH:30]2)[cH:24]1)[CH:38]1[CH2:39][CH2:40][O:41][CH2:42][CH2:43]1.[CH3:44][N:45]1[CH2:46][CH2:47][C:48](=[O:51])[CH2:49][CH2:50]1.[CH3:52][C:53](=[O:54])[OH:55].[Cl:70][CH:71]([Cl:72])[CH3:73].[Na+:69]>>[CH2:1]([CH3:2])[N:3]([c:4]1[c:5]([CH3:37])[c:6]([C:7](=[O:8])[NH:9][CH2:10][c:11]2[c:12](=[O:21])[nH:13][c:14]([CH3:20])[cH:15][c:16]2[CH2:17][CH2:18][CH3:19])[cH:22][c:23](-[c:25]2[cH:26][n:27][c:28]([N:31]3[CH2:32][CH2:33][N:34]([CH:48]4[CH2:47][CH2:46][N:45]([CH3:44])[CH2:50][CH2:49]4)[CH2:35][CH2:36]3)[cH:29][cH:30]2)[cH:24]1)[CH:38]1[CH2:39][CH2:40][O:41][CH2:42][CH2:43]1. The reactants are CN(C)C=O, CC(COc1ccc(CC2SC(=O)NC2=O)cc1)NCC(O)Cc1ccccc1. Yields the product CC(COc1ccc(CC2SC(=O)NC2=O)cc1)N1CC(Cc2ccccc2)OC1=O. RXN SMILES: [CH3:30][N:31]([CH:32]=[O:33])[CH3:34].[c:1]1([CH2:7][CH:8]([CH2:9][NH:10][CH:11]([CH2:12][O:13][c:14]2[cH:15][cH:16][c:17]([CH2:18][CH:19]3[C:20](=[O:25])[NH:21][C:22](=[O:24])[S:23]3)[cH:26][cH:27]2)[CH3:28])[OH:29])[cH:2][cH:3][cH:4][cH:5][cH:6]1>>[c:1]1([CH2:7][CH:8]2[CH2:9][N:10]([CH:11]([CH2:12][O:13][c:14]3[cH:15][cH:16][c:17]([CH2:18][CH:19]4[C:20](=[O:25])[NH:21][C:22](=[O:24])[S:23]4)[cH:26][cH:27]3)[CH3:28])[C:32](=[O:33])[O:29]2)[cH:2][cH:3][cH:4][cH:5][cH:6]1.